describe an organic reaction: reactants, conditions, products, and yield From a dataset of the Open Reaction Database (ORD), a public repository of structured organic reaction records. Starting materials: C(CCCCCCCCCCCCCCC)NC=1C=C(SC1)C#N (4-hexadecylamino-2-cyanothiophene), [OH-].[Na+] (sodium hydroxide). The solvent is COCCO (methyl cellosolve). Conditions: time 8 hour. Product: C(N)(=O)C=1SC=C(C1)NCCCCCCCCCCCCCCCC (2-carbamyl-4-hexadecylaminothiophene). As a reaction SMILES: [CH2:1]([NH:17][C:18]1[CH:19]=[C:20]([C:23]#[N:24])[S:21][CH:22]=1)[CH2:2][CH2:3][CH2:4][CH2:5][CH2:6][CH2:7][CH2:8][CH2:9][CH2:10][CH2:11][CH2:12][CH2:13][CH2:14][CH2:15][CH3:16].[OH-:25].[Na+]>COCCO>[C:23]([C:20]1[S:21][CH:22]=[C:18]([NH:17][CH2:1][CH2:2][CH2:3][CH2:4][CH2:5][CH2:6][CH2:7][CH2:8][CH2:9][CH2:10][CH2:11][CH2:12][CH2:13][CH2:14][CH2:15][CH3:16])[CH:19]=1)(=[O:25])[NH2:24] |f:1.2|. Procedure details: A mixture of 6.9 g. of 4-hexadecylamino-2-cyanothiophene, 80 ml. of methyl cellosolve, and 80 ml. of 1 N sodium hydroxide is refluxed for 21 hours. After cooling in an ice bath, the solid is filtered and thoroughly washed with methylene chloride. The solid is then added to 100 ml. of water and 5 ml. of concentrated hydrochloric acid and stirred for 8 hours. The solid is filtered and recrystallized from isopropanol.